From a dataset of the Open Reaction Database (ORD), a public repository of structured organic reaction records. describe an organic reaction: reactants, conditions, products, and yield The reactants are aldehydes, CC(=O)C (acetone), carboxylic acids, ClCCCS(=O)(=O)OCC([C@H](C=O)OCC1=CC=CC=C1)(C)C ((3R)-2,2-Dimethyl-4-oxo-3-(phenylmethoxy)butyl (3-chloropropyl)sulfonate). Product: ClCCCS(=O)(=O)OCC([C@H](C(=O)O)OCC1=CC=CC=C1)(C)C ((2R)-4-[(3-Chloropropyl)sulfonyloxy]-3,3-dimethyl-2-(phenylmethoxy)butanoic acid). Isolated yield 96.0%. Reaction SMILES: [Cl:1][CH2:2][CH2:3][CH2:4][S:5]([O:8][CH2:9][C:10]([CH3:23])([CH3:22])[C@@H:11]([O:14][CH2:15][C:16]1[CH:21]=[CH:20][CH:19]=[CH:18][CH:17]=1)[CH:12]=[O:13])(=[O:7])=[O:6].CC(C)=[O:26]>>[Cl:1][CH2:2][CH2:3][CH2:4][S:5]([O:8][CH2:9][C:10]([CH3:23])([CH3:22])[C@@H:11]([O:14][CH2:15][C:16]1[CH:17]=[CH:18][CH:19]=[CH:20][CH:21]=1)[C:12]([OH:26])=[O:13])(=[O:7])=[O:6]. Procedure details: Following the general procedure of the oxidation of aldehydes to carboxylic acids of Description 13, (3R)-2,2-dimethyl-4-oxo-3-(phenylmethoxy)butyl (3-chloropropyl)sulfonate (11b) (10.0 g, 27.5 mmol) dissolved in 200 mL of acetone was reacted with 13.7 mL of Jones-reagent (2.0 M in water). After work-up, 10.0 g (96% yield) of the title compound (11) was obtained as a colorless oil. 1H NMR (400 MHz, CDCl3): δ=1.11 (s, 3H), 1.13 (s, 3H), 2.27-2.34 (m, 2H), 3.26-3.29 (m, 2H), 3.65-3.68 (m, 2H), 3.9... The reactants are C1(=CC=CC=C1)P(C1=CC=CC=C1)C1=CC=CC=C1 (triphenylphosphine), N(=NC(=O)OCC)C(=O)OCC (diethyl azodicarboxylate), C1(=CC=CC=C1)P(C1=CC=CC=C1)C1=CC=CC=C1 (triphenylphosphine), N(=NC(=O)OCC)C(=O)OCC (Diethyl azodicarboxylate), ClC1=CC(=C(NC2=NC=NC3=CC(=C(C=C23)OC)O)C=C1)F (4-(4-chloro-2-fluoroanilino)-7-hydroxy-6-methoxyquinazoline), N1(N=CN=C1)CCO (2-(1,2,4-triazol-1-yl)ethanol). The solvent is C(Cl)Cl (methylene chloride). Reaction conditions: time 2 hour. Product: Cl.ClC1=CC(=C(NC2(NC=NC3=CC(=CC=C23)OCCN2N=CN=C2)OC)C=C1)F (4-(4-chloro-2-fluoroanilino)4-methoxy-7-(2-(1,2,4-triazol-1-yl)ethoxy)quinazoline hydrochloride). Yield: 103.9%. As a reaction SMILES: N(C(OCC)=O)=N[C:3](OCC)=[O:4].[Cl:13][C:14]1[CH:33]=[CH:32][C:17]([NH:18][C:19]2[C:28]3[C:23](=[CH:24][C:25]([OH:31])=[C:26](OC)[CH:27]=3)[N:22]=[CH:21][N:20]=2)=[C:16]([F:34])[CH:15]=1.[N:35]1([CH2:40][CH2:41]O)[CH:39]=[N:38][CH:37]=[N:36]1.C1(P(C2C=CC=CC=2)C2C=CC=CC=2)C=CC=CC=1>C(Cl)Cl>[ClH:13].[Cl:13][C:14]1[CH:33]=[CH:32][C:17]([NH:18][C:19]2([O:4][CH3:3])[C:28]3[C:23](=[CH:24][C:25]([O:31][CH2:41][CH2:40][N:35]4[CH:39]=[N:38][CH:37]=[N:36]4)=[CH:26][CH:27]=3)[N:22]=[CH:21][NH:20]2)=[C:16]([F:34])[CH:15]=1 |f:5.6|. Procedure: Diethyl azodicarboxylate (295 μl, 1.8 mmol) was added dropwise to a solution of 4-(4-chloro-2-fluoroanilino)-7-hydroxy-6-methoxyquinazoline (300 mg, 0.93 mmol), (prepared as described for the starting material in Example 24), 2-(1,2,4-triazol-1-yl)ethanol (159 mg, 1.4 mmol), (Ann. Pharm. Fr. 1977, 35, 503-508), and triphenylphosphine (492 mg, 1.8 mmol) in methylene chloride (10 ml). The mixture was stirred for 2 hours at ambient temperature and further triphenylphosphine (246 mg, 0.9 mmol) and d... Reactants: CCCCCCCC#N, CNCCN, CCOC(C)=O, S=C=S. Yields the product CCCCCCCC1=NCCN1C. RXN SMILES: [CH2:1]([CH2:2][CH2:3][CH2:4][CH2:5][CH2:6][CH3:7])[C:8]#[N:9].[CH3:10][NH:11][CH2:12][CH2:13][NH2:14].[CH3:18][CH2:19][O:20][C:21](=[O:22])[CH3:23].[S:15]=[C:16]=[S:17]>>[CH2:1]([CH2:2][CH2:3][CH2:4][CH2:5][CH2:6][CH3:7])[C:8]1=[N:14][CH2:13][CH2:12][N:11]1[CH3:10]. Starting materials: Cc1cc(C)cc(Nc2nccc(-c3nc(CC#N)cs3)n2)c1, CC(=O)O, Cl, O. The product is Cc1cc(C)cc(Nc2nccc(-c3nc(CC(=O)O)cs3)n2)c1. RXN SMILES: [CH3:1][c:2]1[cH:3][c:4]([NH:9][c:10]2[n:11][cH:12][cH:13][c:14](-[c:16]3[s:17][cH:18][c:19]([CH2:21][C:22]#[N:23])[n:20]3)[n:15]2)[cH:5][c:6]([CH3:8])[cH:7]1.[CH3:24][C:25]([OH:26])=[O:27].[ClH:28].[OH2:29]>>[CH3:1][c:2]1[cH:3][c:4]([NH:9][c:10]2[n:11][cH:12][cH:13][c:14](-[c:16]3[s:17][cH:18][c:19]([CH2:24][C:25]([OH:26])=[O:27])[n:20]3)[n:15]2)[cH:5][c:6]([CH3:8])[cH:7]1. Reactants: C(#N)C1=CC=C(OCC=2C=C(C(=O)OC)C=CC2)C=C1 (methyl 3-[(4-cyanophenoxy)methyl]benzoate), O.[OH-].[Li+] (lithium hydroxide monohydrate), O1CCCC1 (tetrahydrofuran), ester, Cl (hydrochloric acid). Run in solvent, O (water), CO (methanol). Product: C(#N)C1=CC=C(OCC=2C=C(C(=O)O)C=CC2)C=C1 (3-[(4-Cyanophenoxy)methyl]benzoic acid). As a reaction SMILES: [C:1]([C:3]1[CH:20]=[CH:19][C:6]([O:7][CH2:8][C:9]2[CH:10]=[C:11]([CH:16]=[CH:17][CH:18]=2)[C:12]([O:14]C)=[O:13])=[CH:5][CH:4]=1)#[N:2].O.[OH-].[Li+].O1CCCC1.Cl>O.CO>[C:1]([C:3]1[CH:4]=[CH:5][C:6]([O:7][CH2:8][C:9]2[CH:10]=[C:11]([CH:16]=[CH:17][CH:18]=2)[C:12]([OH:14])=[O:13])=[CH:19][CH:20]=1)#[N:2] |f:1.2.3|. Procedure: 0.46 g of methyl 3-[(4-cyanophenoxy)methyl]benzoate and 175 mg of lithium hydroxide monohydrate were stirred in 7 ml of a solvent mixture of tetrahydrofuran, methanol and water (2:1:2) for 1 hour to hydrolyze the ester. The reaction mixture was added to 1 M of hydrochloric acid. The precipitate thus formed was taken by the filtration and then dried to obtain the title compound in the form of white crystals. Starting materials: C(C#C)NS(=O)(=O)CC1=CC=C(C=C1)[N+](=O)[O-] (4-(Prop-2-ynylaminosulfonylmethyl)nitrobenzene), [NH4+].[Cl-] (NH4Cl). Reagents/catalysts: [Fe] (iron). Solvent: C(C)O.O (ethanol water). Product: C(C#C)NS(=O)(=O)CC1=CC=C(N)C=C1 (4-(Prop-2-ynylaminosulfonylmethyl)aniline). As a reaction SMILES: [CH2:1]([NH:4][S:5]([CH2:8][C:9]1[CH:14]=[CH:13][C:12]([N+:15]([O-])=O)=[CH:11][CH:10]=1)(=[O:7])=[O:6])[C:2]#[CH:3].[NH4+].[Cl-]>C(O)C.O.[Fe]>[CH2:1]([NH:4][S:5]([CH2:8][C:9]1[CH:10]=[CH:11][C:12]([NH2:15])=[CH:13][CH:14]=1)(=[O:6])=[O:7])[C:2]#[CH:3] |f:1.2,3.4|. Reported procedure: 4-(Prop-2-ynylaminosulfonylmethyl)nitrobenzene (0.437 g, 1.72 mmol), iron (0.48 g, 8.6 mmol), and NH4Cl (0.24 g, 4.5 mmol) were vigorously stirred in ethanol:water (1:1, 40 mL) at 70° C. for 25 minutes. The reaction mixture was filtered hot through Celite and concentrated in vacuo. The residue was suspended in 10% 2N ammoniacal methanol in dichloromethane, sonicated, and filtered through Celite. Concentration gave 4-(Prop-2-ynylaminosulfonylmethyl)aniline as a brown oil which was purified by col... Starting materials: [H-].[Na+] (sodium hydride), C[N-]C.C(C)OC(CC(=O)O)=O (malonic acid ethyl ester dimethylamide), C(C)(=O)OCCCCCCCCCCCBr (1-acetoxy-11-bromoundecane). Run in ice water, CN(C=O)C (dimethylformamide). Reaction conditions: temperature 22 celsius. The product is C[N-]C.C(C)OC(CC(=O)O)=O.C(C)(=O)OCCCCCCCCCCC (11-acetoxyundecane malonic acid ethyl ester dimethylamide). Yield: 79.7%. As a reaction SMILES: [H-].[Na+].[CH3:3][N-:4][CH3:5].[CH2:6]([O:8][C:9](=[O:14])[CH2:10][C:11]([OH:13])=[O:12])[CH3:7].[C:15]([O:18][CH2:19][CH2:20][CH2:21][CH2:22][CH2:23][CH2:24][CH2:25][CH2:26][CH2:27][CH2:28][CH2:29]Br)(=[O:17])[CH3:16]>CN(C)C=O>[CH3:3][N-:4][CH3:5].[CH2:6]([O:8][C:9](=[O:14])[CH2:10][C:11]([OH:13])=[O:12])[CH3:7].[C:15]([O:18][CH2:19][CH2:20][CH2:21][CH2:22][CH2:23][CH2:24][CH2:25][CH2:26][CH2:27][CH2:28][CH3:29])(=[O:17])[CH3:16] |f:0.1,2.3,6.7.8|. Procedure details: A suspension of 0.6 g of sodium hydride and 3 g of malonic acid ethyl ester dimethylamide in 30 ml of dimethylformamide is stirred for an hour at 22° C., mixed with 6.9 g of 1-acetoxy-11-bromoundecane and stirred for 16 hours at 50° C. Then the reaction mixture is stirred in 200 ml of ice water, extracted with ethyl acetate, the organic phase is dried on sodium sulfate and concentrated by evaporation in vacuum. Thus, 5.3 g of 11-acetoxyundecane malonic acid ethyl ester dimethylamide is obtained ... Reactants: [Cl-].[NH4+] (ammonium chloride), C[Si](C)(C)[N-][Si](C)(C)C.[Li+].C1CCOC1 (lithium bis(trimethylsilyl)amide THF), C[Si](C)(C)[N-][Si](C)(C)C.[Li+].C1CCOC1 (lithium bis(trimethylsilyl)amide THF), C(CCC)[Sn](CCCC)(CCCC)Cl (Tri-n-butylstannyl chloride), C[Si](C)(C)[N-][Si](C)(C)C.[Li+].C1CCOC1 (lithium bis(trimethylsilyl)amide THF), N1=CC(=CC=C1)C(=O)C=1N=CN2C1SC=C2 (7-(pyridin-3-yl)carbonylimidazo[5,1-b]thiazole). The solvent is C1CCOC1 (THF). Run at temperature -50 celsius, time 20 minute. The product is N1=CC(=CC=C1)C(=O)C=1N=CN2C1SC(=C2)[Sn](CCCC)(CCCC)CCCC (7-(Pyridin-3-yl)carbonyl-2-(tri-n-butylstannyl)imidazo[5,1-b]thiazole). Reaction SMILES: [CH2:1]([Sn:5](Cl)([CH2:10][CH2:11][CH2:12][CH3:13])[CH2:6][CH2:7][CH2:8][CH3:9])[CH2:2][CH2:3][CH3:4].C[Si]([N-][Si](C)(C)C)(C)C.[Li+].C1COCC1.[N:30]1[CH:35]=[CH:34][CH:33]=[C:32]([C:36]([C:38]2[N:39]=[CH:40][N:41]3[CH:45]=[CH:44][S:43][C:42]=23)=[O:37])[CH:31]=1.[Cl-].[NH4+]>C1COCC1>[N:30]1[CH:35]=[CH:34][CH:33]=[C:32]([C:36]([C:38]2[N:39]=[CH:40][N:41]3[CH:45]=[C:44]([Sn:5]([CH2:10][CH2:11][CH2:12][CH3:13])([CH2:6][CH2:7][CH2:8][CH3:9])[CH2:1][CH2:2][CH2:3][CH3:4])[S:43][C:42]=23)=[O:37])[CH:31]=1 |f:1.2.3,5.6|. Reported procedure: Tri-n-butylstannyl chloride (0.841 ml) and 2.95 ml of a 1.0 N lithium bis(trimethylsilyl)amide/THF solution were added to a solution of 520 mg of 7-(pyridin-3-yl)carbonylimidazo[5,1-b]thiazole in 25 ml of THF at −60° C. under an argon atmosphere, and the mixture was stirred for 20 min. The temperature of the mixture was raised to −50° C., 1.0 ml of a 1.0 N lithium bis(trimethylsilyl)amide/THF solution was added thereto, and the mixture was stirred for 30 min. The temperature of the mixture was r... The reactants are C(C)(C)(C)OC(=O)N1CC(C(CC1)NC1=NN2C(C(=CC=C2)C2=C(C(=C(C=C2)F)F)F)=N1)(F)F (3,3-difluoro-4-[8-(2,3,4-trifluoro-phenyl)-[1,2,4]triazolo[1,5-a]pyridin-2-ylamino]-piperidine-1-carboxylic acid tert-butyl ester), C(=O)(C(F)(F)F)O (TFA), C(=O)(C(F)(F)F)O (TFA). Solvent: C(Cl)Cl (CH2Cl2). Reaction conditions: time 18 hour. Yields the product FC1(CNCCC1NC1=NN2C(C(=CC=C2)C2=C(C(=C(C=C2)F)F)F)=N1)F (N-(3,3-Difluoropiperidin-4-yl)-8-(2,3,4-trifluorophenyl)-[1,2,4]triazolo[1,5-a]pyridin-2-amine), foam. The yield is 100.0%. As a reaction SMILES: C(OC([N:8]1[CH2:13][CH2:12][CH:11]([NH:14][C:15]2[N:32]=[C:18]3[C:19]([C:23]4[CH:28]=[CH:27][C:26]([F:29])=[C:25]([F:30])[C:24]=4[F:31])=[CH:20][CH:21]=[CH:22][N:17]3[N:16]=2)[C:10]([F:34])([F:33])[CH2:9]1)=O)(C)(C)C.C(O)(C(F)(F)F)=O>C(Cl)Cl>[F:34][C:10]1([F:33])[CH:11]([NH:14][C:15]2[N:32]=[C:18]3[C:19]([C:23]4[CH:28]=[CH:27][C:26]([F:29])=[C:25]([F:30])[C:24]=4[F:31])=[CH:20][CH:21]=[CH:22][N:17]3[N:16]=2)[CH2:12][CH2:13][NH:8][CH2:9]1. Procedure details: To a solution of 3,3-difluoro-4-[8-(2,3,4-trifluoro-phenyl)-[1,2,4]triazolo[1,5-a]pyridin-2-ylamino]-piperidine-1-carboxylic acid tert-butyl ester (110 mg, 228 μmol) in CH2Cl2 (4 mL) at 0° C. was added TFA (182 mg, 123 μl, 1.59 mmol) and stirred at room temperature for 18 hours. Further TFA (182 mg, 123 μl, 1.59 mmol) was added and stirred at 50° C. for 6 hours. The reaction mixture was extracted with saturated NaHCO3 solution and ethyl acetate, the organic layers were combined, dried over Na2SO...